describe an organic reaction: reactants, conditions, products, and yield From a dataset of the Open Reaction Database (ORD), a public repository of structured organic reaction records. Starting materials: N1=C(C=CC=C1)C=1C(=C2N(N1)CCC2)C2=CC=NC1=CC(=CC=C21)OCCOC2OCCCC2 (4-(2-pyridin-2-yl-5,6-dihydro-4H-pyrrolo[1,2-b]pyrazol-3-yl)-7-[2-(tetrahydropyran-2-yloxy)ethoxy]quinoline). Solvent: C(C)(=O)O.O1CCCC1.O (acetic acid tetrahydrofuran water). Product: N1=C(C=CC=C1)C=1C(=C2N(N1)CCC2)C2=CC=NC1=CC(=CC=C21)OCCO (2-[4-(2-pyridin-2-yl-5,6-dihydro-4H-pyrrolo[1,2-b]pyrazol-3-yl)-quinolin-7-yloxy]-ethanol). RXN SMILES: [N:1]1[CH:6]=[CH:5][CH:4]=[CH:3][C:2]=1[C:7]1[C:8]([C:15]2[C:24]3[C:19](=[CH:20][C:21]([O:25][CH2:26][CH2:27][O:28]C4CCCCO4)=[CH:22][CH:23]=3)[N:18]=[CH:17][CH:16]=2)=[C:9]2[CH2:14][CH2:13][CH2:12][N:10]2[N:11]=1>C(O)(=O)C.O1CCCC1.O>[N:1]1[CH:6]=[CH:5][CH:4]=[CH:3][C:2]=1[C:7]1[C:8]([C:15]2[C:24]3[C:19](=[CH:20][C:21]([O:25][CH2:26][CH2:27][OH:28])=[CH:22][CH:23]=3)[N:18]=[CH:17][CH:16]=2)=[C:9]2[CH2:14][CH2:13][CH2:12][N:10]2[N:11]=1 |f:1.2.3|. Procedure: Heat a solution of 4-(2-pyridin-2-yl-5,6-dihydro-4H-pyrrolo[1,2-b]pyrazol-3-yl)-7-[2-(tetrahydropyran-2-yloxy)ethoxy]quinoline (421 mg, 0.92 mmol) in acetic acid:tetrahydrofuran:water (4:2:1) (20 mL). Remove the solvent in vacuo and recover the residue with chloroform:isopropyl (3:1). Wash the organic layer with saturated sodium bicarbonate and dry over sodium sulfate. Concentrate in vacuo. The residue will be pure enough for the next step in the scheme (425 mg, 100%). MS ES+ m/e 373.1 (M+1). The reactants are CCCCOC(=O)N1CCN(C(=O)C(CCC(=O)OC(C)(C)C)NC(=O)c2cc(OCC(=O)N3CCCC3C(=O)OCc3ccccc3)n(-c3ccccc3)n2)CC1, CCOC(C)=O, [H][H]. Product: CCCCOC(=O)N1CCN(C(=O)C(CCC(=O)OC(C)(C)C)NC(=O)c2cc(OCC(=O)N3CCCC3C(=O)O)n(-c3ccccc3)n2)CC1. RXN SMILES: [CH2:1]([CH2:2][CH2:3][CH3:4])[O:5][C:6](=[O:7])[N:8]1[CH2:9][CH2:10][N:11]([C:14]([CH:15]([CH2:16][CH2:17][C:18](=[O:19])[O:20][C:21]([CH3:22])([CH3:23])[CH3:24])[NH:25][C:26](=[O:27])[c:28]2[n:29][n:30](-[c:52]3[cH:53][cH:54][cH:55][cH:56][cH:57]3)[c:31]([O:33][CH2:34][C:35](=[O:36])[N:37]3[CH:38]([C:42](=[O:43])[O:44][CH2:45][c:46]4[cH:47][cH:48][cH:49][cH:50][cH:51]4)[CH2:39][CH2:40][CH2:41]3)[cH:32]2)=[O:58])[CH2:12][CH2:13]1.[CH3:61][CH2:62][O:63][C:64](=[O:65])[CH3:66].[H:59][H:60]>>[CH2:1]([CH2:2][CH2:3][CH3:4])[O:5][C:6](=[O:7])[N:8]1[CH2:9][CH2:10][N:11]([C:14]([CH:15]([CH2:16][CH2:17][C:18](=[O:19])[O:20][C:21]([CH3:22])([CH3:23])[CH3:24])[NH:25][C:26](=[O:27])[c:28]2[n:29][n:30](-[c:52]3[cH:53][cH:54][cH:55][cH:56][cH:57]3)[c:31]([O:33][CH2:34][C:35](=[O:36])[N:37]3[CH:38]([C:42](=[O:43])[OH:44])[CH2:39][CH2:40][CH2:41]3)[cH:32]2)=[O:58])[CH2:12][CH2:13]1. Starting materials: Cc1ccccc1, COc1ccc(C)cc1N, O=C(Cl)CCl, O. The product is COc1ccc(C)cc1NC(=O)CCl. Reaction SMILES: [CH3:11][c:12]1[cH:13][cH:14][cH:15][cH:16][cH:17]1.[CH3:1][O:2][c:3]1[c:4]([NH2:10])[cH:5][c:6]([CH3:9])[cH:7][cH:8]1.[Cl:18][CH2:19][C:20](=[O:21])[Cl:22].[OH2:23]>>[CH3:1][O:2][c:3]1[c:4]([NH:10][C:20]([CH2:19][Cl:18])=[O:21])[cH:5][c:6]([CH3:9])[cH:7][cH:8]1. Starting materials: CI, CN(C)C=O, OC1CN(C(c2ccccc2)c2ccccc2)C1, [H-], [Na+], C1CCOC1. The product is COC1CN(C(c2ccccc2)c2ccccc2)C1. As a reaction SMILES: [CH3:21][I:22].[CH3:28][N:29]([CH3:30])[CH:31]=[O:32].[CH:1]([c:2]1[cH:3][cH:4][cH:5][cH:6][cH:7]1)([c:8]1[cH:9][cH:10][cH:11][cH:12][cH:13]1)[N:14]1[CH2:15][CH:16]([OH:18])[CH2:17]1.[H-:19].[Na+:20].[O:23]1[CH2:24][CH2:25][CH2:26][CH2:27]1>>[CH:1]([c:2]1[cH:3][cH:4][cH:5][cH:6][cH:7]1)([c:8]1[cH:9][cH:10][cH:11][cH:12][cH:13]1)[N:14]1[CH2:15][CH:16]([O:18][CH3:21])[CH2:17]1. As a reaction SMILES: [C:1](=[O:2])([O-:3])[O-:4].[CH3:65][C:66](=[O:67])[OH:68].[CH3:7][O:8][c:9]1[cH:10][cH:11][c:12]([CH2:13][Cl:14])[cH:15][cH:16]1.[F:36][c:37]1[cH:38][cH:39][c:40]([CH2:41][N:42]2[C:43](=[O:44])[c:45]3[c:46]([O:47][CH2:48][O:49][CH3:50])[c:51]4[c:52]([cH:53][cH:54][cH:55][n:56]4)[c:57]([O:58][CH3:59])[c:60]3[C:61]2=[O:62])[cH:63][cH:64]1.[I-:18].[K+:5].[K+:6].[Na+:17].[OH:19][c:20]1[c:21]2[c:22]([c:23]([O:30][CH3:31])[c:24]3[cH:25][cH:26][cH:27][n:28][c:29]13)[CH2:32][NH:33][C:34]2=[O:35]>>[CH3:7][O:8][c:9]1[cH:10][cH:11][c:12]([CH2:13][O:19][c:20]2[c:21]3[c:22]([c:23]([O:30][CH3:31])[c:24]4[cH:25][cH:26][cH:27][n:28][c:29]24)[CH2:32][NH:33][C:34]3=[O:35])[cH:15][cH:16]1. Reactants: O=C([O-])[O-], CC(=O)O, COc1ccc(CCl)cc1, COCOc1c2c(c(OC)c3cccnc13)C(=O)N(Cc1ccc(F)cc1)C2=O, [I-], [K+], [K+], [Na+], COc1c2c(c(O)c3ncccc13)C(=O)NC2. Yields the product COc1ccc(COc2c3c(c(OC)c4cccnc24)CNC3=O)cc1. Starting materials: BrC1=CC=CC(=N1)CN1C=C(C(C2=CC=CC=C12)=O)C(=O)C=1C=NC(=CC1)Cl (1-(6-bromo-pyridin-2-ylmethyl)-3-(6-chloro-pyridine-3-carbonyl)-1H-quinolin-4-one), C[O-].[Na+] (sodium methoxide), white powder. Run in CO (methanol). Yields the product BrC1=CC=CC(=N1)CN1C=C(C(C2=CC=CC=C12)=O)C(=O)C=1C=NC(=CC1)OC (1-(6-Bromo-pyridin-2-ylmethyl)-3-(6-methoxy-pyridine-3-carbonyl)-1H-quinolin-4-one). RXN SMILES: [Br:1][C:2]1[N:7]=[C:6]([CH2:8][N:9]2[C:18]3[C:13](=[CH:14][CH:15]=[CH:16][CH:17]=3)[C:12](=[O:19])[C:11]([C:20]([C:22]3[CH:23]=[N:24][C:25](Cl)=[CH:26][CH:27]=3)=[O:21])=[CH:10]2)[CH:5]=[CH:4][CH:3]=1.[CH3:29][O-:30].[Na+]>CO>[Br:1][C:2]1[N:7]=[C:6]([CH2:8][N:9]2[C:18]3[C:13](=[CH:14][CH:15]=[CH:16][CH:17]=3)[C:12](=[O:19])[C:11]([C:20]([C:22]3[CH:23]=[N:24][C:25]([O:30][CH3:29])=[CH:26][CH:27]=3)=[O:21])=[CH:10]2)[CH:5]=[CH:4][CH:3]=1 |f:1.2|. Procedure details: Experimental conditions analogous to those described for Example 141, from 38 mg (0.084 mmol) of 1-(6-bromo-pyridin-2-ylmethyl)-3-(6-chloro-pyridine-3-carbonyl)-1H-quinolin-4-one, 90 mg (1.67 mmol) of sodium methoxide and 1 mL dry methanol. Yield: 19 mg of a white powder. LC-MSD, m/z for C22H16BrN3O3 [M+H]+=450.0, 452.0; HPLC retention time: 2.3 min. The reactants are B(Br)(Br)Br (BBr3), C(Cl)Cl (CH2Cl2), C1COCCOCCOCCOCCOCCO1 (18-crown 6), [Na+].[I-] (NaI), C(Cl)Cl (CH2Cl2), C(C)N[C@@H]1C2=C(S([C@H](C1)COCCOC)(=O)=O)SC(=C2)S(=O)(=O)N (trans-5,6-dihydro-4-ethylamino-6-(2-methoxyethoxy) methyl-4H-thieno[2,3-b]thiopyran-2-sulfonamide-7,7-dioxide). The solvent is CCOCC (ether). Run at time 5 minute. Product: Cl.C(C)NC1C2=C(S(C(C1)COCCO)(=O)=O)SC(=C2)S(=O)(=O)N (5,6-Dihydro-4-ethylamino-6-(2-hydroxyethoxy)methyl-4H-thieno[2,3-b]thiopyran-2-sulfonamide-7,7-dioxide hydrochloride). Yield: 13.0%. Reaction SMILES: C1OCCOCCOCCOCCOCCOC1.[Na+].[I-].[CH2:21]([NH:23][C@H:24]1[CH2:29][C@H:28]([CH2:30][O:31][CH2:32][CH2:33][O:34]C)[S:27](=[O:37])(=[O:36])[C:26]2[S:38][C:39]([S:41]([NH2:44])(=[O:43])=[O:42])=[CH:40][C:25]1=2)[CH3:22].B(Br)(Br)Br.C(Cl)[Cl:50]>CCOCC>[ClH:50].[CH2:21]([NH:23][CH:24]1[CH2:29][CH:28]([CH2:30][O:31][CH2:32][CH2:33][OH:34])[S:27](=[O:36])(=[O:37])[C:26]2[S:38][C:39]([S:41]([NH2:44])(=[O:43])=[O:42])=[CH:40][C:25]1=2)[CH3:22] |f:1.2,7.8|. Procedure: Under N2, 18-crown 6 (7.92 g, 0.03 mol) in CH2Cl2 (50 ml) and NaI (5 g, 0.033 mol) was stirred at room temperature. After 5 minutes, the reaction was cooled to 0°-4° C. and an ether solution of trans-5,6-dihydro-4-ethylamino-6-(2-methoxyethoxy) methyl-4H-thieno[2,3-b]thiopyran-2-sulfonamide-7,7-dioxide (2.1g, 0.005 mol) was added. After addition, the reaction was stirred at room temperature for 0.5 hours and then cooled to -78° C. and BBr3 in CH2Cl2 (1M, 25 ml, 0.025 mol) was added. After the ad...